This data is from the Open Reaction Database (ORD), a public repository of structured organic reaction records. The task is: describe an organic reaction: reactants, conditions, products, and yield Starting materials: ClC1=C(C=CC(=C1)F)C(C(=O)OC)CC1OC1 (methyl 2-(2-chloro-4-fluorophenyl)-3-(oxiran-2-yl)propanoate), C(NN)(=O)OC(C)(C)C (tert-butyl carbazate), 1,5,7-triazobicylo(4.4.0)dec-5-ene. Solvent: C(C)OC(C)=O (ethylacetate), CC(C)O (2-propanol). Product: ClC1=C(C=CC(=C1)F)C1C(N(CC(C1)O)NC(OC(C)(C)C)=O)=O (tert-Butyl (3SR,5SR)-3-(2-chloro-4-fluorophenyl)-5-hydroxy-2-oxopiperidin-1-ylcarbamate). Reaction SMILES: [Cl:1][C:2]1[CH:7]=[C:6]([F:8])[CH:5]=[CH:4][C:3]=1[CH:9]([CH2:14][CH:15]1[CH2:17][O:16]1)[C:10]([O:12]C)=O.[C:18]([O:22][C:23]([CH3:26])([CH3:25])[CH3:24])(=[O:21])[NH:19][NH2:20]>CC(O)C.C(OC(=O)C)C>[Cl:1][C:2]1[CH:7]=[C:6]([F:8])[CH:5]=[CH:4][C:3]=1[CH:9]1[CH2:14][CH:15]([OH:16])[CH2:17][N:20]([NH:19][C:18](=[O:21])[O:22][C:23]([CH3:26])([CH3:25])[CH3:24])[C:10]1=[O:12]. Reported procedure: To a solution of methyl 2-(2-chloro-4-fluorophenyl)-3-(oxiran-2-yl)propanoate (4.56 g, 17.6 mmol) in 2-propanol (20 mL) was added tert-butyl carbazate (2.3 g, 17.6 mmol) and the reaction heated to reflux for 16 hours. The reaction was then concentrated to dryness, redissolved in toluene (20 mL) and 1,5,7-triazobicylo(4.4.0)dec-5-ene (0.6 g, 4.4 mmol) was added and the mixture heated to reflux for 3 hours. The reaction was then diluted with ethylacetate, washed with 1 N HCl, dried with sodium sul... Reactants: C(C)(C)C1=C(C(=C(C(=C1)C(C)C)C(=O)OC)C1=C(C=C(C=C1)F)OCC1=CC=CC=C1)C(=O)OC (Dimethyl 3,5-diisopropyl-2′-benzyloxy-4′-fluoro-1,1′-biphenyl-2,6-dicarboxylate), FC(C(=O)O)(F)F (trifluoroacetic acid), [Br-].C(CCCC)[P+](C1=CC=CC=C1)(C1=CC=CC=C1)C1=CC=CC=C1 (pentyl triphenylphosphonium bromide), C(C)(=O)OCC (ethyl acetate). Run in hexanes, CC#N (CH3CN). Run at time 20 minute. The product is C(C)(C)C=1C(=C(C(=C(C1)C(C)C)C=CCCC)C1=C(C=C(C=C1)F)OCC1=CC=CC=C1)CO (3,5-Diisopropyl-2-hydroxymethyl-6-(pent-1-enyl)-2′-benzyloxy-4′-fluoro-1,1′-biphenyl). RXN SMILES: [CH:1]([C:4]1[CH:9]=[C:8]([CH:10]([CH3:12])[CH3:11])[C:7]([C:13]([O:15]C)=O)=[C:6]([C:17]2[CH:22]=[CH:21][C:20]([F:23])=[CH:19][C:18]=2[O:24][CH2:25][C:26]2[CH:31]=[CH:30][CH:29]=[CH:28][CH:27]=2)[C:5]=1[C:32](OC)=O)([CH3:3])[CH3:2].[Br-].[CH2:37]([P+](C1C=CC=CC=1)(C1C=CC=CC=1)C1C=CC=CC=1)[CH2:38][CH2:39][CH2:40]C.C(OCC)(=O)C.FC(F)(F)C(O)=O>CC#N>[CH:10]([C:8]1[C:7]([CH2:13][OH:15])=[C:6]([C:17]2[CH:22]=[CH:21][C:20]([F:23])=[CH:19][C:18]=2[O:24][CH2:25][C:26]2[CH:27]=[CH:28][CH:29]=[CH:30][CH:31]=2)[C:5]([CH:32]=[CH:37][CH2:38][CH2:39][CH3:40])=[C:4]([CH:1]([CH3:2])[CH3:3])[CH:9]=1)([CH3:11])[CH3:12] |f:1.2|. Reported procedure: The desired compound was prepared from dimethyl 3,5-diisopropyl-2′-benzyloxy-4′-fluoro-1,1′-biphenyl-2,6-dicarboxylate (Example 246, Step D) by the procedure described in Example 241, Steps F-I (using pentyl triphenylphosphonium bromide in Step H). The pure product obtained was a clear oil (4.73 g, 52% over 4 steps). 1H NMR (300 MHz, CDCl3): δ 0.67-0.78 (m, 3H), 1.09-1.34 (m, 14H), 1.66-1.88 (m, 3H), 3.16-3.46 (m, 2H), 4.29-4.44 (m, 2H), 4.88-5.04 (m, 2H), 5.27-5.41 (m, 1H), 5.94-6.01 (m, 1H), 6... The reactants are ClB(Cl)Cl, ClCCl, CC1(O)C(O)C(CO)OC1n1ccc2c(=O)[nH]c(N)nc21. Product: CC1(O)C(O)C(CO)OC1n1ccc2c(Cl)nc(N)nc21. RXN SMILES: [B:22]([Cl:23])([Cl:24])[Cl:25].[Cl:26][CH2:27][Cl:28].[NH2:1][c:2]1[nH:3][c:4](=[O:21])[c:5]2[c:6]([n:7]1)[n:8]([CH:11]1[C:12]([OH:13])([CH3:20])[CH:14]([OH:15])[CH:16]([CH2:18][OH:19])[O:17]1)[cH:9][cH:10]2>>[NH2:1][c:2]1[n:3][c:4]([Cl:23])[c:5]2[c:6]([n:7]1)[n:8]([CH:11]1[C:12]([OH:13])([CH3:20])[CH:14]([OH:15])[CH:16]([CH2:18][OH:19])[O:17]1)[cH:9][cH:10]2.